From a dataset of the Open Reaction Database (ORD), a public repository of structured organic reaction records. describe an organic reaction: reactants, conditions, products, and yield Starting materials: CC(CC)(C)C1=CC=C(C=C1)O (4-(1,1-dimethyl-propyl)-phenol), CN(C(=S)Cl)C (N,N-dimethylthiocarbamoyl chloride), C1CN2CCN1CC2 (DABCO). The solvent is CN(C)C=O (DMF). The product is CC(CC)(C)C1=CC=C(C=C1)OC(N(C)C)=S (4-(1,1-Dimethyl-propyl)-1-dimethylthiocarbamoyloxy-benzene). The yield is 76.2%. Reaction SMILES: [CH3:1][C:2]([C:6]1[CH:11]=[CH:10][C:9]([OH:12])=[CH:8][CH:7]=1)([CH3:5])[CH2:3][CH3:4].[CH3:13][N:14]([CH3:18])[C:15](Cl)=[S:16].C1N2CCN(CC2)C1>CN(C=O)C>[CH3:5][C:2]([C:6]1[CH:7]=[CH:8][C:9]([O:12][C:15](=[S:16])[N:14]([CH3:18])[CH3:13])=[CH:10][CH:11]=1)([CH3:1])[CH2:3][CH3:4]. Procedure: Stir a mixture of 4-(1,1-dimethyl-propyl)-phenol (1.96 g, 11.9 mmol), N,N-dimethylthiocarbamoyl chloride (2.94 g, 23.8 mmol) and DABCO (2.82 g, 25.1 mmol) in anhydrous DMF (30 mL) at room temperature for 16 h under a nitrogen atmosphere. Pour reaction onto ice and extract the mixture with EtOAc (3×75 mL). Combine the organic extracts and wash with 0.5 M aqueous HCl. Dry the organic phase over MgSO4 and concentrate in vacuo. Purify the crude mixture by chromatography on silica gel eluting with he... Reactants: C[Si](C)(C)[N-][Si](C)(C)C, CI, [Li+], C1CCOC1, O=c1cc(-c2ccncn2)nc2n1CCCCC2. The product is CC1CCCCn2c1nc(-c1ccncn1)cc2=O. Reaction SMILES: [CH3:19][Si:20]([N-:21][Si:22]([CH3:23])([CH3:24])[CH3:25])([CH3:26])[CH3:27].[CH3:29][I:30].[Li+:28].[O:31]1[CH2:32][CH2:33][CH2:34][CH2:35]1.[n:1]1[cH:2][n:3][c:4](-[c:7]2[n:8][c:9]3[n:10]([c:16](=[O:18])[cH:17]2)[CH2:11][CH2:12][CH2:13][CH2:14][CH2:15]3)[cH:5][cH:6]1>>[n:1]1[cH:2][n:3][c:4](-[c:7]2[n:8][c:9]3[n:10]([c:16](=[O:18])[cH:17]2)[CH2:11][CH2:12][CH2:13][CH2:14][CH:15]3[CH3:19])[cH:5][cH:6]1. Starting materials: [BH3-]C#N, CC(=O)[O-], CN, CO, O=CC1(C2CCCCC2)COC1, Cl, [Na+], [Na+], [Na+], [OH-]. The product is CNCC1(C2CCCCC2)COC1. RXN SMILES: [C:21](#[N:22])[BH3-:23].[CH3:14][C:15](=[O:16])[O-:17].[CH3:19][NH2:20].[CH3:27][OH:28].[CH:1]1([C:7]2([CH:11]=[O:12])[CH2:8][O:9][CH2:10]2)[CH2:2][CH2:3][CH2:4][CH2:5][CH2:6]1.[ClH:18].[Na+:13].[Na+:24].[Na+:26].[OH-:25]>>[CH:1]1([C:7]2([CH2:11][NH:22][CH3:21])[CH2:8][O:9][CH2:10]2)[CH2:2][CH2:3][CH2:4][CH2:5][CH2:6]1. The reactants are C(C=C=C)OC1=CC=C(C=C1)S(=O)(=O)N[C@@H](C(C)C)C(=O)O (N-{[4-(2,3-Butadienyloxy)phenyl]sulfonyl}valine), ON1N=NC2=C1C=CC=C2 (1-hydroxybenzotriazol), Cl.CN(CCCN=C=NCC)C (1-[3-(dimethylamino)propyl]-3-ethylcarbodimide hydrochloride), CN1CCOCC1 (N-methylmorpholine), aqueous solution, NO (hydroxylamine). Run in CN(C=O)C (dimethylformamide). Run at time 1 hour. Yields the product C(C=C=C)OC1=CC=C(C=C1)S(=O)(=O)NC(C(=O)NO)C(C)C (2-({[4-(2,3-Butadienyloxy)phenyl]sulfonyl}amino)-N-hydroxy-3-methylbutanamide). Yield: 45.2%. RXN SMILES: [CH2:1]([O:5][C:6]1[CH:11]=[CH:10][C:9]([S:12]([NH:15][C@H:16]([C:20]([OH:22])=O)[CH:17]([CH3:19])[CH3:18])(=[O:14])=[O:13])=[CH:8][CH:7]=1)[CH:2]=[C:3]=[CH2:4].[OH:23][N:24]1C2C=CC=CC=2N=N1.Cl.CN(C)CCCN=C=NCC.CN1CCOCC1.NO>CN(C)C=O>[CH2:1]([O:5][C:6]1[CH:11]=[CH:10][C:9]([S:12]([NH:15][CH:16]([CH:17]([CH3:19])[CH3:18])[C:20]([NH:24][OH:23])=[O:22])(=[O:14])=[O:13])=[CH:8][CH:7]=1)[CH:2]=[C:3]=[CH2:4] |f:2.3|. Procedure: To a solution of product from Example 12 (210 mg, 0.65 mmol) in dimethylformamide (6 ml) was added 1-hydroxybenzotriazol (105 mg, 0.78 mmol), 1-[3-(dimethylamino)propyl]-3-ethylcarbodimide hydrochloride (173 mg, 0.90 mmol), and N-methylmorpholine (0.106 mmol, 0.97 mmol) and the resulting mixture was stirred for 1 hour at room temperature. A 50% aqueous solution of hydroxylamine (0.119 ml, 1.94 mmol) was added and the mixture was stirred for 15 hours at room temperature. The reaction mixture was ... Reactants: O=C([O-])O, CCCCc1nc(CO)n(Cc2ccccc2)c(=O)c1Cc1ccc(-c2ccccc2C#N)cc1, COCCN(CCOC)S(F)(F)F, ClCCl, [Na+]. Yields the product CCCCc1nc(CF)n(Cc2ccccc2)c(=O)c1Cc1ccc(-c2ccccc2C#N)cc1. RXN SMILES: [C:49](=[O:50])([O-:51])[OH:52].[CH2:1]([c:2]1[cH:3][cH:4][cH:5][cH:6][cH:7]1)[n:8]1[c:9]([CH2:34][OH:35])[n:10][c:11]([CH2:30][CH2:31][CH2:32][CH3:33])[c:12]([CH2:15][c:16]2[cH:17][cH:18][c:19](-[c:22]3[c:23]([C:28]#[N:29])[cH:24][cH:25][cH:26][cH:27]3)[cH:20][cH:21]2)[c:13]1=[O:14].[CH3:36][O:37][CH2:38][CH2:39][N:40]([S:41]([F:42])([F:43])[F:46])[CH2:44][CH2:45][O:47][CH3:48].[Cl:54][CH2:55][Cl:56].[Na+:53]>>[CH2:1]([c:2]1[cH:3][cH:4][cH:5][cH:6][cH:7]1)[n:8]1[c:9]([CH2:34][F:46])[n:10][c:11]([CH2:30][CH2:31][CH2:32][CH3:33])[c:12]([CH2:15][c:16]2[cH:17][cH:18][c:19](-[c:22]3[c:23]([C:28]#[N:29])[cH:24][cH:25][cH:26][cH:27]3)[cH:20][cH:21]2)[c:13]1=[O:14]. Starting materials: C(C)OC(=O)C1=CSC=C1Br (4-Bromo-thiophene-3-carboxylic acid ethyl ester), [N+](=O)(O)[O-] (nitric acid). Run in S(O)(O)(=O)=O (sulfuric acid), S(O)(O)(=O)=O (sulfuric acid). Conditions: temperature 0 celsius, time 5 minute. Product: crude product, C(C)OC(=O)C1=CSC(=C1Br)[N+](=O)[O-] (4-bromo-5-nitro-thiophene-3-carboxylic acid ethyl ester). Isolated yield 84.0%. As a reaction SMILES: [CH2:1]([O:3][C:4]([C:6]1[C:10]([Br:11])=[CH:9][S:8][CH:7]=1)=[O:5])[CH3:2].[N+:12]([O-])([OH:14])=[O:13]>S(=O)(=O)(O)O>[CH2:1]([O:3][C:4]([C:6]1[C:10]([Br:11])=[C:9]([N+:12]([O-:14])=[O:13])[S:8][CH:7]=1)=[O:5])[CH3:2]. Procedure: 4-Bromo-thiophene-3-carboxylic acid ethyl ester (97.6 g, 0.415 mol) was added over 10 min via pipette to 18.0 M sulfuric acid (660 mL) at 0° C. After stirring 5 min at 0° C., fuming nitric acid (18 mL) dissolved in 18.0 M sulfuric acid (130 mL) was added via addition funnel over 30 min. After the addition was completed, the reaction mixture was stirred for 5 min at 0° C., and then was poured onto ice (3.5 kg). The resulting precipitate was collected by filtration and was washed sequentially with... Starting materials: CC(C)(C(=O)Nc1nncs1)C(c1ccccc1)c1ccc2c(cnn2-c2ccc(F)cc2C#N)c1, O, O=C(O)CC(O)(CC(=O)O)C(=O)O. The product is CC(C)(C(=O)Nc1nncs1)C(c1ccccc1)c1ccc2c(cnn2-c2ccc(F)cc2C(=O)O)c1. RXN SMILES: [C:1](#[N:2])[c:3]1[c:4](-[n:10]2[n:11][cH:12][c:13]3[cH:14][c:15]([CH:19]([C:20]([C:21](=[O:22])[NH:23][c:24]4[s:25][cH:26][n:27][n:28]4)([CH3:29])[CH3:30])[c:31]4[cH:32][cH:33][cH:34][cH:35][cH:36]4)[cH:16][cH:17][c:18]23)[cH:5][cH:6][c:7]([F:9])[cH:8]1.[OH2:50].[OH:37][C:38]([CH2:39][C:40]([C:41](=[O:42])[OH:43])([CH2:44][C:45](=[O:46])[OH:47])[OH:48])=[O:49]>>[C:1]([c:3]1[c:4](-[n:10]2[n:11][cH:12][c:13]3[cH:14][c:15]([CH:19]([C:20]([C:21](=[O:22])[NH:23][c:24]4[s:25][cH:26][n:27][n:28]4)([CH3:29])[CH3:30])[c:31]4[cH:32][cH:33][cH:34][cH:35][cH:36]4)[cH:16][cH:17][c:18]23)[cH:5][cH:6][c:7]([F:9])[cH:8]1)([OH:37])=[O:50].